This data is from the Open Reaction Database (ORD), a public repository of structured organic reaction records. The task is: describe an organic reaction: reactants, conditions, products, and yield Starting materials: C1CCOC1, CC(C)[N-]C(C)C, CCOc1ccc(F)c(Cl)c1, [Li+], CN(C)C=O. Yields the product CCOc1ccc(F)c(Cl)c1C=O. Reaction SMILES: [CH2:25]1[O:26][CH2:27][CH2:28][CH2:29]1.[CH3:13][CH:14]([N-:15][CH:16]([CH3:17])[CH3:18])[CH3:19].[Cl:1][c:2]1[c:3]([F:11])[cH:4][cH:5][c:6]([O:8][CH2:9][CH3:10])[cH:7]1.[Li+:12].[O:20]=[CH:21][N:22]([CH3:23])[CH3:24]>>[Cl:1][c:2]1[c:3]([F:11])[cH:4][cH:5][c:6]([O:8][CH2:9][CH3:10])[c:7]1[CH:21]=[O:20]. The reactants are C1(=CC=CC=C1)N1C(NCC1)=O (1-phenyl-2-oxo-imidazolidine), C(=O)(Cl)Cl (phosgene). The solvent is O1CCCC1 (tetrahydrofurane), O1CCCC1 (tetrahydrofurane). Conditions: time 4 hour. The product is ClC(=O)N1C(N(CC1)C1=CC=CC=C1)=O (1-Chlorocarbonyl-2-oxo-3-phenyl-imidazolidine). As a reaction SMILES: [C:1]1([N:7]2[CH2:11][CH2:10][NH:9][C:8]2=[O:12])[CH:6]=[CH:5][CH:4]=[CH:3][CH:2]=1.[C:13](Cl)([Cl:15])=[O:14]>O1CCCC1>[Cl:15][C:13]([N:9]1[CH2:10][CH2:11][N:7]([C:1]2[CH:2]=[CH:3][CH:4]=[CH:5][CH:6]=2)[C:8]1=[O:12])=[O:14]. Procedure details: 16.2 parts by wt. of 1-phenyl-2-oxo-imidazolidine were suspended in 160 parts by vol. of tetrahydrofurane and 12.0 parts by wt. of phosgene, dissolved in 30 parts by vol. of tetrahydrofurane, were added dropwise at 10° C. The mixture was then stirred for a further 4 hrs. at 10° C and left to stand overnight at 20° C, and the precipitate present was then filtered off, washed with tetrahydrofurane and dried. Reactants: O=C1N(C2=CC=CC=C2C12COC1=CC3=C(OCCO3)C=C12)CC1=NC=CC=C1C(=O)OCC (ethyl 2-[(2′-oxo-2,3-dihydrospiro[furo[2,3-g][1,4]benzodioxine-8,3′-indol]-1′(2′H)-yl)methyl]pyridine-3-carboxylate), [OH-].[Li+] (lithium hydroxide), O1CCCC1 (tetrahydrofuran), O (water). Run in CO (methanol). The product is O=C1N(C2=CC=CC=C2C12COC1=CC3=C(OCCO3)C=C12)CC1=NC=CC=C1C(=O)O (2-[(2′-oxo-2,3-dihydrospiro[furo[2,3-g][1,4]benzodioxine-8,3′-indol]-1′(2′H)-yl)methyl]pyridine-3-carboxylic acid). Isolated yield 91.1%. As a reaction SMILES: [O:1]=[C:2]1[C:10]2([C:22]3[C:13](=[CH:14][C:15]4[O:20][CH2:19][CH2:18][O:17][C:16]=4[CH:21]=3)[O:12][CH2:11]2)[C:9]2[C:4](=[CH:5][CH:6]=[CH:7][CH:8]=2)[N:3]1[CH2:23][C:24]1[C:29]([C:30]([O:32]CC)=[O:31])=[CH:28][CH:27]=[CH:26][N:25]=1.[OH-].[Li+].O1CCCC1.O>CO>[O:1]=[C:2]1[C:10]2([C:22]3[C:13](=[CH:14][C:15]4[O:20][CH2:19][CH2:18][O:17][C:16]=4[CH:21]=3)[O:12][CH2:11]2)[C:9]2[C:4](=[CH:5][CH:6]=[CH:7][CH:8]=2)[N:3]1[CH2:23][C:24]1[C:29]([C:30]([OH:32])=[O:31])=[CH:28][CH:27]=[CH:26][N:25]=1 |f:1.2|. Procedure: A 250 mL round-bottom flask was charged with ethyl 2-[(2′-oxo-2,3-dihydrospiro[furo[2,3-g][1,4]benzodioxine-8,3′-indol]-1′(2′H)-yl)methyl]pyridine-3-carboxylate (2.3 g, 5.0 mmol), lithium hydroxide (0.48 g, 20.0 mmol), tetrahydrofuran (30 mL), water (50 mL) and methanol (30 mL). The reaction mixture was stirred under nitrogen at reflux for 5 h, allowed to cool to ambient temperature and concentrated in vacuo. The residue was taken up in water (100 mL) and acidified to pH 1 by the addition of 10 ... The reactants are CC(C)(C)OC(=O)N1CCC(NC(=O)C2CCC3CN2C(=O)N3OCc2ccccc2)C(F)C1, CO, CCOC(C)=O, [H][H]. Product: CC(C)(C)OC(=O)N1CCC(NC(=O)C2CCC3CN2C(=O)N3O)C(F)C1. As a reaction SMILES: [C:1]([CH3:2])([CH3:3])([CH3:4])[O:5][C:6](=[O:7])[N:8]1[CH2:9][CH:10]([F:34])[CH:11]([NH:14][C:15](=[O:16])[CH:17]2[N:18]3[C:19](=[O:33])[N:20]([O:25][CH2:26][c:27]4[cH:28][cH:29][cH:30][cH:31][cH:32]4)[CH:21]([CH2:22][CH2:23]2)[CH2:24]3)[CH2:12][CH2:13]1.[CH3:37][OH:38].[CH3:39][CH2:40][O:41][C:42](=[O:43])[CH3:44].[H:35][H:36]>>[C:1]([CH3:2])([CH3:3])([CH3:4])[O:5][C:6](=[O:7])[N:8]1[CH2:9][CH:10]([F:34])[CH:11]([NH:14][C:15](=[O:16])[CH:17]2[N:18]3[C:19](=[O:33])[N:20]([OH:25])[CH:21]([CH2:22][CH2:23]2)[CH2:24]3)[CH2:12][CH2:13]1. The reactants are COC1COCCC1=O (3-methoxy-tetrahydro-pyran-4-one), C(=O)[O-].[NH4+] (ammonium formate). Reagents/catalysts: [Pd] (palladium on charcoal). The solvent is O.CO (water MeOH). Product: CO[C@@H]1COCC[C@@H]1NC (cis-(3-Methoxy-tetrahydro-pyran-4-yl)-methyl-amine). Isolated yield 45.9%. As a reaction SMILES: [CH3:1][O:2][CH:3]1[C:8](=O)[CH2:7][CH2:6][O:5][CH2:4]1.[CH:10]([O-])=O.[NH4+:13]>[Pd].O.CO>[CH3:1][O:2][C@H:3]1[C@@H:8]([NH:13][CH3:10])[CH2:7][CH2:6][O:5][CH2:4]1 |f:1.2,4.5|. Procedure details: A slurry of 3-methoxy-tetrahydro-pyran-4-one (0.4 g, 3 mmol-described in WO03/093266(A1)), ammonium formate (1.9 g, 30 mmol), 10% palladium on charcoal (1 g) in water:MeOH (1:5, 6 ml) was stirred overnight after which time it was filtered through Hyflo, the mixture concentrated to remove the MeOH, the residue taken up in Et2O, dried (Na2SO4) and concentrated to afford the title product (0.2 g, 49%) as a yellow oil (contaminated by 10-20% of the trans isomer). 1H NMR (300 MHz, CDCl3) (cis isomer)... Starting materials: CC(=O)c1ccccc1C(=O)O, CCN=C=NCCCN(C)C, CCN(C(C)C)C(C)C, Cl, O=C(NCC(=O)N1CCNCC1)c1ccc(-c2ccccc2)cc1, CN(C)C=O, O, On1nnc2ccccc21. The product is CC(=O)c1ccccc1C(=O)N1CCN(C(=O)CNC(=O)c2ccc(-c3ccccc3)cc2)CC1. As a reaction SMILES: [C:10]([CH3:11])(=[O:12])[c:13]1[c:14]([C:15](=[O:16])[OH:17])[cH:18][cH:19][cH:20][cH:21]1.[CH3:32][CH2:33][N:34]=[C:35]=[N:36][CH2:37][CH2:38][CH2:39][N:40]([CH3:41])[CH3:42].[CH:1]([N:2]([CH2:3][CH3:4])[CH:5]([CH3:6])[CH3:7])([CH3:8])[CH3:9].[ClH:43].[O:44]=[C:45]([CH2:46][NH:47][C:48](=[O:49])[c:50]1[cH:51][cH:52][c:53](-[c:56]2[cH:57][cH:58][cH:59][cH:60][cH:61]2)[cH:54][cH:55]1)[N:62]1[CH2:63][CH2:64][NH:65][CH2:66][CH2:67]1.[O:68]=[CH:69][N:70]([CH3:71])[CH3:72].[OH2:73].[OH:22][n:23]1[c:24]2[c:25]([cH:26][cH:27][cH:28][cH:29]2)[n:30][n:31]1>>[C:10]([CH3:11])(=[O:12])[c:13]1[c:14]([C:15](=[O:17])[N:65]2[CH2:64][CH2:63][N:62]([C:45](=[O:44])[CH2:46][NH:47][C:48](=[O:49])[c:50]3[cH:51][cH:52][c:53](-[c:56]4[cH:57][cH:58][cH:59][cH:60][cH:61]4)[cH:54][cH:55]3)[CH2:67][CH2:66]2)[cH:18][cH:19][cH:20][cH:21]1. Starting materials: CCCC[N+](CCCC)(CCCC)CCCC, C1CCOC1, C[Si](C)(C)Cn1cc(-c2cc3ncnc(Cl)c3s2)nn1, [F-], O. The product is Cn1cc(-c2cc3ncnc(Cl)c3s2)nn1. RXN SMILES: [CH2:23]([N+:24]([CH2:25][CH2:26][CH2:27][CH3:28])([CH2:29][CH2:30][CH2:31][CH3:32])[CH2:33][CH2:34][CH2:35][CH3:36])[CH2:37][CH2:38][CH3:39].[CH2:40]1[O:41][CH2:42][CH2:43][CH2:44]1.[Cl:1][c:2]1[c:3]2[c:4]([n:5][cH:6][n:7]1)[cH:8][c:9](-[c:11]1[n:12][n:13][n:14]([CH2:16][Si:17]([CH3:18])([CH3:19])[CH3:20])[cH:15]1)[s:10]2.[F-:22].[OH2:21]>>[Cl:1][c:2]1[c:3]2[c:4]([n:5][cH:6][n:7]1)[cH:8][c:9](-[c:11]1[n:12][n:13][n:14]([CH3:16])[cH:15]1)[s:10]2. The reactants are C1COCCC12C=CC(CC2)=O (3-oxaspiro[5.5]undec-7-en-9-one), [H][H] (hydrogen). Reagents/catalysts: [Pd] (Pd/C). The solvent is C(C)(=O)OCC (ethyl acetate). Product: C1COCCC12CCC(CC2)=O (3-oxaspiro[5.5]undecan-9-one). RXN SMILES: [CH2:1]1[C:6]2([CH2:11][CH2:10][C:9](=[O:12])[CH:8]=[CH:7]2)[CH2:5][CH2:4][O:3][CH2:2]1.[H][H]>C(OCC)(=O)C.[Pd]>[CH2:5]1[C:6]2([CH2:11][CH2:10][C:9](=[O:12])[CH2:8][CH2:7]2)[CH2:1][CH2:2][O:3][CH2:4]1. Procedure: Under a hydrogen atmosphere 1.30 g (7.82 mmol) 3-oxaspiro[5.5]undec-7-en-9-one were hydrogenated with 0.2 g Pd/C (10%) in 15 ml of ethyl acetate at 50° C. and 3 bar hydrogen pressure for three days. The reaction mixture was suction filtered and evaporated down. Starting materials: C(C(=O)Cl)(=O)Cl (Oxalyl chloride), [N+](=O)([O-])C1=CN=C(S1)C(=O)O (5-nitrothiazole-2-carboxylic acid), CN(C=O)C (dimethylformamide). Solvent: C(Cl)Cl (methylene chloride). Reaction conditions: time 30 minute. Yields the product [N+](=O)([O-])C1=CN=C(S1)C(=O)Cl (5-nitrothiazole-2-carbonyl chloride). Reaction SMILES: [C:1](Cl)(=O)[C:2]([Cl:4])=[O:3].[N+:7]([C:10]1[S:14]C(C(O)=O)=[N:12][CH:11]=1)([O-:9])=[O:8].CN(C)C=O>C(Cl)Cl>[N+:7]([C:10]1[S:14][C:1]([C:2]([Cl:4])=[O:3])=[N:12][CH:11]=1)([O-:9])=[O:8]. Procedure details: Oxalyl chloride (13 ml) was added dropwise to a stirred suspension of 5-nitrothiazole-2-carboxylic acid (12.9 g; Chem. Ber. 1973, 106, 722) in a mixture of methylene chloride (80 ml and dimethylformamide (20 ml). The mixture was stirred at laboratory temperature for 30 minutes and evaporated to dryness to give 5-nitrothiazole-2-carbonyl chloride. The reactants are C(C)(C)(C)OC(=O)N1CC(C=2C=NC(=CC21)Cl)(C)C (6-chloro-3,3-dimethyl-2,3-dihydro-pyrrolo[3,2-c]pyridine-1-carboxylic acid tert-butyl ester), CC1=C(C=CC=C1)O (2-methyl-phenol), P(=O)([O-])([O-])[O-].[K+].[K+].[K+] (potassium phosphate). The reagents and catalysts are CC(=O)[O-].CC(=O)[O-].[Pd+2] (Pd(OAc)2), C(C)(C)(C)P(C1=C(C=CC=C1)C1=C(C=C(C=C1C(C)C)C(C)C)C(C)C)C(C)(C)C (2-di-tert-butylphosphino-2′,4′,6′-triisopropylbiphenyl). Run in C1(=CC=CC=C1)C (toluene). Conditions: temperature 110 celsius, time 8 hour. Product: C(C)(C)(C)OC(=O)N1CC(C=2C=NC(=CC21)OC2=C(C=CC=C2)C)(C)C (3,3-Dimethyl-6-o-tolyloxy-2,3-dihydro-pyrrolo[3,2-c]pyridine-1-carboxylic acid tert-butyl ester). Isolated yield 71.7%. RXN SMILES: [C:1]([O:5][C:6]([N:8]1[C:16]2[CH:15]=[C:14](Cl)[N:13]=[CH:12][C:11]=2[C:10]([CH3:19])([CH3:18])[CH2:9]1)=[O:7])([CH3:4])([CH3:3])[CH3:2].[CH3:20][C:21]1[CH:26]=[CH:25][CH:24]=[CH:23][C:22]=1[OH:27].P([O-])([O-])([O-])=O.[K+].[K+].[K+]>C1(C)C=CC=CC=1.CC([O-])=O.CC([O-])=O.[Pd+2].C(P(C(C)(C)C)C1C=CC=CC=1C1C(C(C)C)=CC(C(C)C)=CC=1C(C)C)(C)(C)C>[C:1]([O:5][C:6]([N:8]1[C:16]2[CH:15]=[C:14]([O:27][C:22]3[CH:23]=[CH:24][CH:25]=[CH:26][C:21]=3[CH3:20])[N:13]=[CH:12][C:11]=2[C:10]([CH3:19])([CH3:18])[CH2:9]1)=[O:7])([CH3:4])([CH3:3])[CH3:2] |f:2.3.4.5,7.8.9|. Reported procedure: A vessel containing 6-chloro-3,3-dimethyl-2,3-dihydro-pyrrolo[3,2-c]pyridine-1-carboxylic acid tert-butyl ester (100 mg, 0.35 mmol), 2-methyl-phenol (38 mg, 0.42 mmol), 2-di-tert-butylphosphino-2′,4′,6′-triisopropylbiphenyl (tBuXPhos) (5 mg, 0.01 mmol), Pd(OAc)2 (1.6 mg, 0.007 mmol) and potassium phosphate (150 mg, 0.70 mmol) in toluene (2 mL) was evacuated and flushed with nitrogen. The mixture was stirred at 110° C. overnight then were allowed to cool and then partitioned between EtOAc and wat...